From a dataset of the Open Reaction Database (ORD), a public repository of structured organic reaction records. describe an organic reaction: reactants, conditions, products, and yield Starting materials: NC1=C(N(C2=CC(=CC=C12)Cl)C(=O)OCC)C(=O)C1=NC=CN=C1 (3-Amino-6-chloro-1-(ethoxycarbonyl)-2-(pyrazine-2-carbonyl)indole), CC(=O)C (acetone). Run in hexanes. The product is C(C)(=O)NC1=C(N(C2=CC(=CC=C12)Cl)C(=O)OCC)C(=O)C1=NC=CN=C1 (3-Acetylamino-6-chloro-1-(ethoxycarbonyl)-2-(pyrazine-2-carbonyl)indole). RXN SMILES: [NH2:1][C:2]1[C:10]2[C:5](=[CH:6][C:7]([Cl:11])=[CH:8][CH:9]=2)[N:4]([C:12]([O:14][CH2:15][CH3:16])=[O:13])[C:3]=1[C:17]([C:19]1[CH:24]=[N:23][CH:22]=[CH:21][N:20]=1)=[O:18].[CH3:25][C:26](C)=[O:27]>>[C:26]([NH:1][C:2]1[C:10]2[C:5](=[CH:6][C:7]([Cl:11])=[CH:8][CH:9]=2)[N:4]([C:12]([O:14][CH2:15][CH3:16])=[O:13])[C:3]=1[C:17]([C:19]1[CH:24]=[N:23][CH:22]=[CH:21][N:20]=1)=[O:18])(=[O:27])[CH3:25]. Reported procedure: The title compound was prepared according to the procedure described in step 1 of Example 2 (Method A) from 3-amino-6-chloro-1-(ethoxycarbonyl)-2-(pyrazine-2-carbonyl)indole (step 1). tlc: Rf=0.4 (50% acetone in hexanes)